Task: describe an organic reaction: reactants, conditions, products, and yield. Dataset: the Open Reaction Database (ORD), a public repository of structured organic reaction records Reported procedure: To a suspension of resin N-Cyclohexylcarbodiimide N′-methylpolystyrene (0.251 g, 2.39 mmol g, 0.6 mmol), previously washed with DCM (3×5 ml), in DCM (4 ml) at room temperature, 2-bromophenylacetic acid (0.086 g, 0.4 mmol) was added. After 10 min., a solution of 2-amino-5-isopropyl-1,3-thiazole (0.0284 g, 0.2 mmol) in DCM (4 ml) was added. The mixture was shaked for 24 hours at room temperature, the resin filtered and washed with DCM (3×10 ml). The filtrated were combined, washed with water, 5% H... RXN SMILES: C1(N=C=N)CCCCC1.[Br:10][C:11]1[CH:16]=[CH:15][CH:14]=[CH:13][C:12]=1[CH2:17][C:18]([OH:20])=O.[NH2:21][C:22]1[S:23][C:24]([CH:27]([CH3:29])[CH3:28])=[CH:25][N:26]=1>C(Cl)Cl>[CH:27]([C:24]1[S:23][C:22]([NH:21][C:18](=[O:20])[CH2:17][C:12]2[CH:13]=[CH:14][CH:15]=[CH:16][C:11]=2[Br:10])=[N:26][CH:25]=1)([CH3:29])[CH3:28]. Conditions: time 10 minute. The reactants are C1(CCCCC1)N=C=N (N-Cyclohexylcarbodiimide), BrC1=C(C=CC=C1)CC(=O)O (2-bromophenylacetic acid), NC=1SC(=CN1)C(C)C (2-amino-5-isopropyl-1,3-thiazole). Yields the product C(C)(C)C1=CN=C(S1)NC(CC1=C(C=CC=C1)Br)=O (N-(5-isopropyl-1,3-thiazol-2-yl)-2-(2-bromophenyl)acetamide). Run in C(Cl)Cl (DCM). The reactants are Cc1ccc(SC(=O)c2cc(-c3ccccc3)cnc2C)cc1, O=Cc1ccccc1B(O)O, [Cu+], c1coc(P(c2ccco2)c2ccco2)c1, O=C([O-])c1cccs1. As a reaction SMILES: [CH3:1][c:2]1[n:3][cH:4][c:5](-[c:18]2[cH:19][cH:20][cH:21][cH:22][cH:23]2)[cH:6][c:7]1[C:8]([S:9][c:10]1[cH:11][cH:12][c:13]([CH3:14])[cH:15][cH:16]1)=[O:17].[CH:40](=[O:41])[c:42]1[c:43]([B:48]([OH:49])[OH:50])[cH:44][cH:45][cH:46][cH:47]1.[Cu+:59].[o:24]1[cH:25][cH:26][cH:27][c:28]1[P:29]([c:30]1[o:31][cH:32][cH:33][cH:34]1)[c:35]1[o:36][cH:37][cH:38][cH:39]1.[s:51]1[cH:52][cH:53][cH:54][c:55]1[C:56]([O-:57])=[O:58]>>[CH3:1][c:2]1[n:3][cH:4][c:5](-[c:18]2[cH:19][cH:20][cH:21][cH:22][cH:23]2)[cH:6][c:7]1[C:8](=[O:17])[c:43]1[c:42]([CH:40]=[O:41])[cH:47][cH:46][cH:45][cH:44]1. Product: Cc1ncc(-c2ccccc2)cc1C(=O)c1ccccc1C=O. Starting materials: OC1=NC=NC=2NC3=CC(=CC=C3C21)C(=O)OC (methyl 4-hydroxy-9H-pyrimido[4,5-b]indole-7-carboxylate), P(=O)(Cl)(Cl)Cl (phosphorous oxychloride). Conditions: temperature 90 celsius. Yields the product ClC1=NC=NC=2NC3=CC(=CC=C3C21)C(=O)OC (methyl 4-chloro-9H-pyrimido[4,5-b]indole-7-carboxylate). Yield: 30.6%. RXN SMILES: O[C:2]1[C:14]2[C:13]3[C:8](=[CH:9][C:10]([C:15]([O:17][CH3:18])=[O:16])=[CH:11][CH:12]=3)[NH:7][C:6]=2[N:5]=[CH:4][N:3]=1.P(Cl)(Cl)([Cl:21])=O>>[Cl:21][C:2]1[C:14]2[C:13]3[C:8](=[CH:9][C:10]([C:15]([O:17][CH3:18])=[O:16])=[CH:11][CH:12]=3)[NH:7][C:6]=2[N:5]=[CH:4][N:3]=1. Procedure: In a 100 mL round-bottom flask a mixture of methyl 4-hydroxy-9H-pyrimido[4,5-b]indole-7-carboxylate (1.1 g, 4.5 mmol) and phosphorous oxychloride (15 mL, 161 mmol) was heated to 90° C. for 16 hours, cooled down to room temperature and evaporated under reduced pressure. The residue was suspended in dichloromethane (20 mL) and filtered through Celite. Evaporation afforded the title compound as an orange solid (360 mg). LCMS m/z 262.0 (M+H)+, retention time (on analytical HPLC)=2.02 minutes. Starting materials: C(C)(C)(C)OC(=O)N1CCN(CC1)C1=C2C(=NNC2=CC=C1)I (4-[4-(t-butoxycarbonyl)piperazin-1-yl]-3-iodo-1H-indazole), C1(=CC=CC=C1)S(=O)[O-].[Na+] (sodium benzene sulfinate), Teflon. Reagents/catalysts: [Cu]I (copper(I) iodide). Run in CN(C=O)C (N,N-dimethylformamide). Run at temperature 125 celsius. The product is C(C)(C)(C)OC(=O)N1CCN(CC1)C1=C2C(=NNC2=CC=C1)S(=O)(=O)C1=CC=CC=C1 (4-[4-(t-Butoxycarbonyl)piperazin-1-yl]-3-(phenylsulfonyl)-1H-indazole). Isolated yield 18.0%. As a reaction SMILES: [C:1]([O:5][C:6]([N:8]1[CH2:13][CH2:12][N:11]([C:14]2[CH:22]=[CH:21][CH:20]=[C:19]3[C:15]=2[C:16](I)=[N:17][NH:18]3)[CH2:10][CH2:9]1)=[O:7])([CH3:4])([CH3:3])[CH3:2].[C:24]1([S:30]([O-:32])=[O:31])[CH:29]=[CH:28][CH:27]=[CH:26][CH:25]=1.[Na+]>[Cu]I.CN(C)C=O>[C:1]([O:5][C:6]([N:8]1[CH2:13][CH2:12][N:11]([C:14]2[CH:22]=[CH:21][CH:20]=[C:19]3[C:15]=2[C:16]([S:30]([C:24]2[CH:29]=[CH:28][CH:27]=[CH:26][CH:25]=2)(=[O:32])=[O:31])=[N:17][NH:18]3)[CH2:10][CH2:9]1)=[O:7])([CH3:4])([CH3:3])[CH3:2] |f:1.2|. Procedure: A mixture of 4-[4-(t-butoxycarbonyl)piperazin-1-yl]-3-iodo-1H-indazole (0.110 g, 0.257 mmol), sodium benzene sulfinate (0.068 g, 0.411 mmol), copper(I) iodide (0.073 g, 0.386 mmol) and N,N-dimethylformamide is added to a screw-capped test-tube with Teflon-lined septum. The tube is evacuated and backfilled with argon. This procedure is repeated twice, then the tube is heated to 125° C. for 4 h. The reaction mixture is cooled, partitioned between ethyl acetate and water and filtered through a pad ... Starting materials: CC(C)(C)OC(=O)N1CCC2C1C(C(=O)O)CN2C(=O)OCc1ccccc1, CCOC(C)=O, CCOCC, [K+], C=[N+]=[N-], CN(N=O)C(N)=O, [OH-]. The product is COC(=O)C1CN(C(=O)OCc2ccccc2)C2CCN(C(=O)OC(C)(C)C)C12. RXN SMILES: [C:1]([CH3:2])([CH3:3])([CH3:4])[O:5][C:6](=[O:7])[N:8]1[CH2:9][CH2:10][CH:11]2[N:12]([C:19](=[O:20])[O:21][CH2:22][c:23]3[cH:24][cH:25][cH:26][cH:27][cH:28]3)[CH2:13][CH:14]([C:16](=[O:17])[OH:18])[CH:15]12.[CH3:41][CH2:42][O:43][C:44]([CH3:45])=[O:46].[CH3:47][CH2:48][O:49][CH2:50][CH3:51].[K+:40].[N+:29](=[N-:30])=[CH2:31].[N:32]([N:33]([CH3:34])[C:35]([NH2:36])=[O:37])=[O:38].[OH-:39]>>[C:1]([CH3:2])([CH3:3])([CH3:4])[O:5][C:6](=[O:7])[N:8]1[CH2:9][CH2:10][CH:11]2[N:12]([C:19](=[O:20])[O:21][CH2:22][c:23]3[cH:24][cH:25][cH:26][cH:27][cH:28]3)[CH2:13][CH:14]([C:16]([O:17][CH3:31])=[O:18])[CH:15]12. Starting materials: Cl (HCl), ClCCC(=O)C1=CC=2CC3=CC(=CC=C3OC2C=C1)C(CCCl)=O (2,7-bis(3-chloropropionyl)xanthene), [I-].[K+] (potassium iodide), C(C)NCC (diethylamine). The solvent is O1CCCC1 (tetrahydrofuran). Reaction conditions: time 3 day. Product: O.Cl.Cl.C(C)N(CCC(=O)C1=CC=2CC3=CC(=CC=C3OC2C=C1)C(CCN(CC)CC)=O)CC (2,7-BIS[3-(DIETHYLAMINO)PROPIONYL]XANTHENE DIHYDROCHLORIDE HYDRATE). Reaction SMILES: [Cl:1][CH2:2][CH2:3][C:4]([C:6]1[CH:19]=[CH:18][C:17]2[O:16][C:15]3[C:10](=[CH:11][C:12]([C:20](=[O:24])[CH2:21][CH2:22]Cl)=[CH:13][CH:14]=3)[CH2:9][C:8]=2[CH:7]=1)=[O:5].[I-].[K+].[CH2:27]([NH:29][CH2:30][CH3:31])[CH3:28].[ClH:32]>O1CCCC1>[OH2:5].[ClH:1].[ClH:32].[CH2:27]([N:29]([CH2:30][CH3:31])[CH2:2][CH2:3][C:4]([C:6]1[CH:19]=[CH:18][C:17]2[O:16][C:15]3[C:10](=[CH:11][C:12]([C:20](=[O:24])[CH2:21][CH2:22][N:29]([CH2:30][CH3:31])[CH2:27][CH3:28])=[CH:13][CH:14]=3)[CH2:9][C:8]=2[CH:7]=1)=[O:5])[CH3:28] |f:1.2,6.7.8.9|. Procedure details: A mixture of 18.2 g (0.05 mole) of 2,7-bis(3-chloropropionyl)xanthene, 2 g of potassium iodide, 100 ml. of diethylamine and 100 ml. of tetrahydrofuran was allowed to stand for 3 days then filtered. The filtrate was evaporated to dryness leaving a residue which was treated with 10% HCl and filtered. The filtrate was made alkaline, extracted with methylene chloride and treated with ethereal HCl. The resulting precipitate was filtered, recrystallized from methanol-diethyl ether and hydrated in a co...